From a dataset of the Open Reaction Database (ORD), a public repository of structured organic reaction records. describe an organic reaction: reactants, conditions, products, and yield Yields the product OC(C[C@@]1(CCN(C(O1)=O)[C@@H](C)C1=CC=C(C=C1)C=1SC(=CN1)C(=O)N(C)C)C1=CC=CC=C1)(C)C (2-(4-((S)-1-((S)-6-(2-hydroxy-2-methylpropyl)-2-oxo-6-phenyl-1,3-oxazinan-3-yl)ethyl)phenyl)-N,N-dimethylthiazole-5-carboxamide). Reported procedure: The title compound was prepared from (S)-6-(2-hydroxy-2-methylpropyl)-6-phenyl-3-((S)-1-(4-(4,4,5,5-tetramethyl-1,3,2-dioxaborolan-2-yl)phenyl)propyl)-1,3-oxazinan-2-one and 2-bromo-N,N-dimethylthiazole-5-carboxamide following a procedure analogous to that described in Example 1 Step 2. LC-MS Method 2 tR=1.215 min, m/z=450.1; 1H NMR (CD3OD) 0.92 (s, 3H), 1.22 (s, 3H), 1.53 (d, 3H), 2.11 (s, 2H), 2.19-2.28 (m, 1H), 2.40-2.58 (m, 2H), 3.00-3.31 (m, 4H), 5.56 (m, 1H), 7.02 (d, 2H), 7.26-7.39 (m, 5H... RXN SMILES: [OH:1][C:2]([CH3:36])([CH3:35])[CH2:3][C@@:4]1([C:29]2[CH:34]=[CH:33][CH:32]=[CH:31][CH:30]=2)[O:9][C:8](=[O:10])[N:7]([C@H:11]([C:14]2[CH:19]=[CH:18][C:17](B3OC(C)(C)C(C)(C)O3)=[CH:16][CH:15]=2)[CH2:12]C)[CH2:6][CH2:5]1.Br[C:38]1[S:39][C:40]([C:43]([N:45]([CH3:47])[CH3:46])=[O:44])=[CH:41][N:42]=1.C(OC(C)C)(=O)C>>[OH:1][C:2]([CH3:35])([CH3:36])[CH2:3][C@@:4]1([C:29]2[CH:34]=[CH:33][CH:32]=[CH:31][CH:30]=2)[O:9][C:8](=[O:10])[N:7]([C@H:11]([C:14]2[CH:15]=[CH:16][C:17]([C:38]3[S:39][C:40]([C:43]([N:45]([CH3:47])[CH3:46])=[O:44])=[CH:41][N:42]=3)=[CH:18][CH:19]=2)[CH3:12])[CH2:6][CH2:5]1. The reactants are OC(C[C@@]1(CCN(C(O1)=O)[C@@H](CC)C1=CC=C(C=C1)B1OC(C(O1)(C)C)(C)C)C1=CC=CC=C1)(C)C ((S)-6-(2-hydroxy-2-methylpropyl)-6-phenyl-3-((S)-1-(4-(4,4,5,5-tetramethyl-1,3,2-dioxaborolan-2-yl)phenyl)propyl)-1,3-oxazinan-2-one), BrC=1SC(=CN1)C(=O)N(C)C (2-bromo-N,N-dimethylthiazole-5-carboxamide), C(C)(=O)OC(C)C (isopropyl acetate). Reactants: FC(C=1C=C(CNC(C2=CC(=NC=C2)C2=C(C=CC(=C2)N(C)CCCC)N)=O)C=CC1)(F)F (N-(3-(trifluoromethyl)benzyl)-2-(2-amino-5-(butyl(methyl)amino)phenyl)isonicotinamide), CN(C(=O)C=1C=C(C(=O)O)C=CC1)CCN1CCOCC1 (3-(methyl(2-morpholinoethyl)carbamoyl)benzoic acid), CCN=C=NCCCN(C)C.Cl (EDC.HCl). Reagents/catalysts: CN(C1=CC=NC=C1)C (4-dimethylaminopyridine). Run in ClCCl (dichloromethane), ClCCl (dichloromethane). Reaction conditions: time 8 hour. Product: C(CCC)N(C1=CC(=C(C=C1)NC(C1=CC(C(=O)N(CCN2CCOCC2)C)=CC=C1)=O)C1=NC=CC(=C1)C(NCC1=CC(=CC=C1)C(F)(F)F)=O)C (N1-(4-(butyl(methyl)amino)-2-(4-(3-(trifluoromethyl)benzylcarbamoyl)pyridin-2-yl)phenyl)-N3-methyl-N3-(2-morpholinoethyl)isophthalamide). RXN SMILES: [F:1][C:2]([F:33])([F:32])[C:3]1[CH:4]=[C:5]([CH:29]=[CH:30][CH:31]=1)[CH2:6][NH:7][C:8](=[O:28])[C:9]1[CH:14]=[CH:13][N:12]=[C:11]([C:15]2[CH:20]=[C:19]([N:21]([CH2:23][CH2:24][CH2:25][CH3:26])[CH3:22])[CH:18]=[CH:17][C:16]=2[NH2:27])[CH:10]=1.[CH3:34][N:35]([CH2:47][CH2:48][N:49]1[CH2:54][CH2:53][O:52][CH2:51][CH2:50]1)[C:36]([C:38]1[CH:39]=[C:40]([CH:44]=[CH:45][CH:46]=1)[C:41](O)=[O:42])=[O:37].CCN=C=NCCCN(C)C.Cl>ClCCl.CN(C)C1C=CN=CC=1>[CH2:23]([N:21]([CH3:22])[C:19]1[CH:18]=[CH:17][C:16]([NH:27][C:41](=[O:42])[C:40]2[CH:44]=[CH:45][CH:46]=[C:38]([C:36]([N:35]([CH3:34])[CH2:47][CH2:48][N:49]3[CH2:50][CH2:51][O:52][CH2:53][CH2:54]3)=[O:37])[CH:39]=2)=[C:15]([C:11]2[CH:10]=[C:9]([C:8](=[O:28])[NH:7][CH2:6][C:5]3[CH:29]=[CH:30][CH:31]=[C:3]([C:2]([F:32])([F:1])[F:33])[CH:4]=3)[CH:14]=[CH:13][N:12]=2)[CH:20]=1)[CH2:24][CH2:25][CH3:26] |f:2.3|. Procedure: Into a 50-mL round-bottom flask, was placed a solution of N-(3-(trifluoromethyl)benzyl)-2-(2-amino-5-(butyl(methyl)amino)phenyl)isonicotinamide (250 mg, 0.55 mmol, 1.00 equiv) in dichloromethane (10 mL), 3-(methyl(2-morpholinoethyl)carbamoyl)benzoic acid (190 mg, 0.65 mmol, 1.19 equiv), 4-dimethylaminopyridine (133 mg, 1.09 mmol, 1.99 equiv), EDC.HCl (210 mg, 1.09 mmol, 2.00 equiv). The resulting solution was stirred overnight at room temperature. The reaction progress was monitored by LCMS. The...